From a dataset of the Open Reaction Database (ORD), a public repository of structured organic reaction records. describe an organic reaction: reactants, conditions, products, and yield Starting materials: COC(C1=CC=C(C=C1)CC(=O)C1=CC=C(C=C1)F)=O (methyl-4-[2-(4-fluorophenyl)-2-oxoethyl]benzoate), [H-].[Na+] (NaH), C(C=CC1=CC=CC=C1)Br (cinnamyl bromide), C(C)(=O)[O-].[NH4+] (Ammonium acetate). The solvent is CN(C)C=O (DMF), CN(C)C=O (DMF). Reaction conditions: time 0.5 hour. Product: FC1=CC=C(C(=O)C(C\C=C\C2=CC=CC=C2)C2=CC=C(C(=O)OC)C=C2)C=C1 (methyl 4-[(E)-1-(4-fluorobenzoyl)-4-phenyl-3-butenyl]benzoate). The yield is 62.9%. Reaction SMILES: [CH3:1][O:2][C:3](=[O:20])[C:4]1[CH:9]=[CH:8][C:7]([CH2:10][C:11]([C:13]2[CH:18]=[CH:17][C:16]([F:19])=[CH:15][CH:14]=2)=[O:12])=[CH:6][CH:5]=1.[H-].[Na+].[CH2:23](Br)[CH:24]=[CH:25][C:26]1[CH:31]=[CH:30][CH:29]=[CH:28][CH:27]=1.C([O-])(=O)C.[NH4+]>CN(C=O)C>[F:19][C:16]1[CH:15]=[CH:14][C:13]([C:11]([CH:10]([C:7]2[CH:6]=[CH:5][C:4]([C:3]([O:2][CH3:1])=[O:20])=[CH:9][CH:8]=2)[CH2:23]/[CH:24]=[CH:25]/[C:26]2[CH:31]=[CH:30][CH:29]=[CH:28][CH:27]=2)=[O:12])=[CH:18][CH:17]=1 |f:1.2,4.5|. Procedure: To methyl-4-[2-(4-fluorophenyl)-2-oxoethyl]benzoate(0.48 g, 1.76 mmol) in DMF (5 ml) at 0° C. was added NaH (0.05 g), 2.08 mmol). After a period of 0.5 h, a solution of cinnamyl bromide (0.35 g) in DMF (5 ml) was added to the reaction mixture. The reaction mixture was stirred at r.t. for 1 hour. Ammonium acetate saturated solution (20 ml) was added and the mixture was extracted with ethyl acetate (20 ml). The organic phase was washed with brine and dried over sodium sulfate and evaporated to dry... Starting materials: ClC=1C=C(C=CC1)C1=NC(=NC2=CC=C(C=C12)C(C#N)C1=CC=C(C=C1)I)NN (4-(3-chlorophenyl)-2-hydrazino-α-(4-iodophenyl)-6-quinazolineacetonitrile), Cl (HCl), C1CCOC1 (THF), N(=O)[O-].[Na+] (sodium nitrite), ice water. Solvent: O (water). Reaction conditions: temperature 5 celsius, time 1 hour. Product: ClC=1C=C(C=CC1)C1=NC=2N(C3=CC=C(C=C13)C(C#N)C1=CC=C(C=C1)I)N=NN2 (5-(3-chlorophenyl)-α-(4-iodophenyl)-tetrazolo[1,5-α]quinazoline-7-acetonitrile). The yield is 55.3%. As a reaction SMILES: [Cl:1][C:2]1[CH:3]=[C:4]([C:8]2[C:17]3[C:12](=[CH:13][CH:14]=[C:15]([CH:18]([C:21]4[CH:26]=[CH:25][C:24]([I:27])=[CH:23][CH:22]=4)[C:19]#[N:20])[CH:16]=3)[N:11]=[C:10]([NH:28][NH2:29])[N:9]=2)[CH:5]=[CH:6][CH:7]=1.Cl.C1COCC1.[N:36]([O-])=O.[Na+]>O>[Cl:1][C:2]1[CH:3]=[C:4]([C:8]2[C:17]3[C:12](=[CH:13][CH:14]=[C:15]([CH:18]([C:21]4[CH:26]=[CH:25][C:24]([I:27])=[CH:23][CH:22]=4)[C:19]#[N:20])[CH:16]=3)[N:11]3[N:36]=[N:29][N:28]=[C:10]3[N:9]=2)[CH:5]=[CH:6][CH:7]=1 |f:3.4|. Reported procedure: Intermediate (41) (0.0121 mol) was added at 5° C. to a mixture of HCl 1N (60 ml) and THF (60 ml). A solution of sodium nitrite (0.0133 mol) in water (20 ml) was added dropwise at 5° C. The mixture was stirred at 5° C. for 1 hour then brought to room temperature, stirred at room temperature for 5 hours, poured out into ice water and extracted with EtOAc. The organic layer was separated, washed with water, dried (MgSO4), filtered and the solvent was evaporated. The residue was purified by column c... The reactants are N#Cc1cc(F)c(CBr)cc1F, O=C([O-])[O-], O=S(=O)(NC1CCCCC1CO)c1ccc(Cl)cc1, [Cs+], [Cs+], O=S(=O)(c1ccc(Cl)cc1)N(Cc1ccc(-c2ncon2)cc1)C1CCCCC1CO. The product is N#Cc1cc(F)c(CN(C2CCCCC2CO)S(=O)(=O)c2ccc(Cl)cc2)cc1F. As a reaction SMILES: [Br:26][CH2:27][c:28]1[cH:29][c:30]([F:37])[c:31]([C:32]#[N:33])[cH:34][c:35]1[F:36].[C:20](=[O:21])([O-:22])[O-:23].[Cl:1][c:2]1[cH:3][cH:4][c:5]([S:8](=[O:9])(=[O:10])[NH:11][CH:12]2[CH:13]([CH2:18][OH:19])[CH2:14][CH2:15][CH2:16][CH2:17]2)[cH:6][cH:7]1.[Cs+:24].[Cs+:25].[o:38]1[cH:39][n:40][c:41](-[c:42]2[cH:43][cH:44][c:45]([CH2:46][N:47]([CH:48]3[CH2:49][CH2:50][CH2:51][CH2:52][CH:53]3[CH2:54][OH:55])[S:56]([c:57]3[cH:58][cH:59][c:60]([Cl:61])[cH:62][cH:63]3)(=[O:64])=[O:65])[cH:66][cH:67]2)[n:68]1>>[Cl:1][c:2]1[cH:3][cH:4][c:5]([S:8](=[O:9])(=[O:10])[N:11]([CH:12]2[CH:13]([CH2:18][OH:19])[CH2:14][CH2:15][CH2:16][CH2:17]2)[CH2:27][c:28]2[cH:29][c:30]([F:37])[c:31]([C:32]#[N:33])[cH:34][c:35]2[F:36])[cH:6][cH:7]1.